This data is from the Open Reaction Database (ORD), a public repository of structured organic reaction records. The task is: describe an organic reaction: reactants, conditions, products, and yield Starting materials: NC1=CC=C(C=C1)N1CC(CC1)N(C(C)=O)C (N-[1-(4-aminophenyl)pyrrolidin-3-yl]-N-methylacetamide), C(=O)(N1C=NC=C1)N1C=NC=C1 (carbonyldiimidazole), C1(CCCC1)OC1=CC=C(C=N1)N (6-cyclopentyloxypyridin-3-ylamine). Yields the product C1(CCCC1)OC1=CC=C(C=N1)NC(NC1=CC=C(C=C1)N1CC(CC1)N(C(C)=O)C)=O (N-(1-{4-[3-(6-Cyclopentyloxypyridin-3-yl)ureido]phenyl}pyrrolidin-3-yl)-N-methylacetamide). As a reaction SMILES: [NH2:1][C:2]1[CH:7]=[CH:6][C:5]([N:8]2[CH2:12][CH2:11][CH:10]([N:13]([CH3:17])[C:14](=[O:16])[CH3:15])[CH2:9]2)=[CH:4][CH:3]=1.[C:18](N1C=CN=C1)(N1C=CN=C1)=[O:19].[CH:30]1([O:35][C:36]2[N:41]=[CH:40][C:39]([NH2:42])=[CH:38][CH:37]=2)[CH2:34][CH2:33][CH2:32][CH2:31]1>>[CH:30]1([O:35][C:36]2[N:41]=[CH:40][C:39]([NH:42][C:18](=[O:19])[NH:1][C:2]3[CH:3]=[CH:4][C:5]([N:8]4[CH2:12][CH2:11][CH:10]([N:13]([CH3:17])[C:14](=[O:16])[CH3:15])[CH2:9]4)=[CH:6][CH:7]=3)=[CH:38][CH:37]=2)[CH2:31][CH2:32][CH2:33][CH2:34]1. Reported procedure: N-[1-(4-aminophenyl)pyrrolidin-3-yl]-N-methylacetamide was reacted with carbonyldiimidazole and then 6-cyclopentyloxypyridin-3-ylamine by method A. This resulted in the product with the molecular weight of 437.55 (C24H31N5O3); MS (ESI): 438 (M+H+).